Dataset: the Open Reaction Database (ORD), a public repository of structured organic reaction records. Task: describe an organic reaction: reactants, conditions, products, and yield Starting materials: COC(C=1C(C(=O)OC)=CC(=C(C1)NC1=C(C=C(C=C1)OC)OC)NC1=CC=CC=C1)=O (4-anilino-5-(2,4-dimethoxy-anilino)phthalic acid dimethylester), CO (methanol), O.[OH-].[Li+] (lithium hydroxide monohydrate), O=C1C(O)=C([O-])[C@H](O1)[C@@H](O)CO.[Na+] (sodium ascorbate). The solvent is O (water). Yields the product N(C1=CC=CC=C1)C=1C=C(C(C(=O)O)=CC1NC1=C(C=C(C=C1)OC)OC)C(=O)O (4-anilino-5-(2,4-dimethoxy-anilino)phthalic acid). As a reaction SMILES: C[O:2][C:3](=[O:32])[C:4]1[C:5](=[CH:10][C:11]([NH:25][C:26]2[CH:31]=[CH:30][CH:29]=[CH:28][CH:27]=2)=[C:12]([NH:14][C:15]2[CH:20]=[CH:19][C:18]([O:21][CH3:22])=[CH:17][C:16]=2[O:23][CH3:24])[CH:13]=1)[C:6]([O:8]C)=[O:7].CO.O.[OH-].[Li+].O=C1O[C@H]([C@H](CO)O)C([O-])=C1O.[Na+]>O>[NH:25]([C:11]1[CH:10]=[C:5]([C:6]([OH:8])=[O:7])[C:4](=[CH:13][C:12]=1[NH:14][C:15]1[CH:20]=[CH:19][C:18]([O:21][CH3:22])=[CH:17][C:16]=1[O:23][CH3:24])[C:3]([OH:32])=[O:2])[C:26]1[CH:31]=[CH:30][CH:29]=[CH:28][CH:27]=1 |f:2.3.4,5.6|. Procedure details: A steady stream of argon is passed through a suspension of 479 mg (1.09 mmol) of 4-anilino-5-(2,4-dimethoxy-anilino)phthalic acid dimethylester in3.6 ml of methanol, and a solution of 205 mg (4.905 mmol, 4.5 eq) of lithium hydroxide monohydrate and 10 mg sodium ascorbate in 1.7 ml of water is added. The reaction mixture is heated to reflux for 4 hours, cooled to RT, and the methanol is removed by evaporation. The resulting mixture is poured onto 20 ml of 4N hydrochloric acid, the red suspension ... Starting materials: [Li]C(C)(C)C, C1CCOC1, CI, CCCc1nc2nccc(C)c2[nH]1. The product is CCCc1nc2nccc(CC)c2[nH]1. RXN SMILES: [C:1]([Li:2])([CH3:3])([CH3:4])[CH3:5].[CH2:21]1[O:22][CH2:23][CH2:24][CH2:25]1.[CH3:19][I:20].[CH3:6][c:7]1[c:8]2[c:9]([n:10][cH:11][cH:12]1)[n:13][c:14]([CH2:16][CH2:17][CH3:18])[nH:15]2>>[CH3:1][CH2:6][c:7]1[c:8]2[c:9]([n:10][cH:11][cH:12]1)[n:13][c:14]([CH2:16][CH2:17][CH3:18])[nH:15]2. The reactants are NC1=NC=C(C=C1)C#N (2-amino-5-cyanopyridine), C1(=CC=CC=C1)OC(NC1=NC=C(C(=C1)OCCOC)C#N)=O (phenyl(5-cyano-4-(2-methoxyethoxyl)pyridin-2-yl)carbamate). Yields the product C1(=CC=CC=C1)OC(NC1=NC=C(C=C1)C#N)=O (phenyl(5-cyanopyridin-2-yl)carbamate). As a reaction SMILES: NC1C=CC(C#N)=CN=1.[C:10]1([O:16][C:17](=[O:32])[NH:18][C:19]2[CH:24]=[C:23](OCCOC)[C:22]([C:30]#[N:31])=[CH:21][N:20]=2)[CH:15]=[CH:14][CH:13]=[CH:12][CH:11]=1>>[C:10]1([O:16][C:17](=[O:32])[NH:18][C:19]2[CH:24]=[CH:23][C:22]([C:30]#[N:31])=[CH:21][N:20]=2)[CH:11]=[CH:12][CH:13]=[CH:14][CH:15]=1. Reported procedure: From 2-amino-5-cyanopyridine, reacted in an analogous manner to the preparation of intermediate 108. (UPLC-MS 6) tR 0.92; ESI-MS 240.1 [M+H]+. The reactants are OC1=C(C(=O)O)C=C(C=C1)OC (2-hydroxy-5-methoxybenzoic acid), C(C1=CC=CC=C1)Cl (benzyl chloride), [H-].[Na+] (sodium hydride), oil. The solvent is CN(C=O)C (dimethylformamide). Product: C(C1=CC=CC=C1)OC1=C(C(=O)OCC2=CC=CC=C2)C=C(C=C1)OC (benzyl 2-benzyloxy-5-methoxybenzoate). RXN SMILES: [OH:1][C:2]1[CH:10]=[CH:9][C:8]([O:11][CH3:12])=[CH:7][C:3]=1[C:4]([OH:6])=[O:5].[H-].[Na+].[CH2:15](Cl)[C:16]1[CH:21]=[CH:20][CH:19]=[CH:18][CH:17]=1>CN(C)C=O>[CH2:15]([O:1][C:2]1[CH:10]=[CH:9][C:8]([O:11][CH3:12])=[CH:7][C:3]=1[C:4]([O:6][CH2:4][C:3]1[CH:7]=[CH:8][CH:9]=[CH:10][CH:2]=1)=[O:5])[C:16]1[CH:21]=[CH:20][CH:19]=[CH:18][CH:17]=1 |f:1.2|. Procedure details: A solution of 5.0 g. (0.03 mole) of 2-hydroxy-5-methoxybenzoic acid in 50 ml. of dimethylformamide is treated with 2.5 g. (0.06 mole) of sodium hydride in a 56.6% oil suspension, followed by the addition of 7.6 g. (0.06 mole) of benzyl chloride. The resulting mixture is heated at 98°-103° C. for one hour, after which the insolubles are filtered, the filtrate diluted with 100 ml. of water and the aqueous solution extracted with ether. The aqueous phase is discarded and the ether phase dried over ... Reactants: CC(=O)O, ClCCl, OO, O=C(O)c1ccc(CCc2ccc(S(=O)Cc3ccc4ccccc4n3)cc2)cc1. Yields the product O=C(O)c1ccc(CCc2ccc(S(=O)(=O)Cc3ccc4ccccc4n3)cc2)cc1. Reaction SMILES: [CH3:31][C:32]([OH:33])=[O:34].[Cl:37][CH2:38][Cl:39].[OH:35][OH:36].[n:1]1[c:2]([CH2:11][S:12](=[O:13])[c:14]2[cH:15][cH:16][c:17]([CH2:18][CH2:19][c:20]3[cH:21][cH:22][c:23]([C:24](=[O:25])[OH:26])[cH:27][cH:28]3)[cH:29][cH:30]2)[cH:3][cH:4][c:5]2[cH:6][cH:7][cH:8][cH:9][c:10]12>>[n:1]1[c:2]([CH2:11][S:12](=[O:13])([c:14]2[cH:15][cH:16][c:17]([CH2:18][CH2:19][c:20]3[cH:21][cH:22][c:23]([C:24](=[O:25])[OH:26])[cH:27][cH:28]3)[cH:29][cH:30]2)=[O:33])[cH:3][cH:4][c:5]2[cH:6][cH:7][cH:8][cH:9][c:10]12. Starting materials: C1=CC=C(C=C1)COC2=COC(=CC2=O)C(=O)O (5-benzyloxy-4-pyrone-2-carboxylic acid), O (water). Solvent: Cl (hydrochloric acid). Yields the product C1=C(OC=C(C1=O)O)C(=O)O (5-hydroxy-4-pyrone-2-carboxylic acid). As a reaction SMILES: C1C=CC(C[O:8][C:9]2[C:14](=[O:15])[CH:13]=[C:12]([C:16]([OH:18])=[O:17])[O:11][CH:10]=2)=CC=1.O>Cl>[CH:13]1[C:14](=[O:15])[C:9]([OH:8])=[CH:10][O:11][C:12]=1[C:16]([OH:18])=[O:17]. Procedure: 34.5 q of 5-benzyloxy-4-pyrone-2-carboxylic acid was suspended in 500 ml of concentrated hydrochloric acid and 250 ml of water and reacted for 1 hour at 80° C. The reaction solution was cooled with ice, and the formed crystal was taken out by filtration, washed with water and then dried, to obtain 16.6 g of 5-hydroxy-4-pyrone-2-carboxylic acid. Reactants: CSc1ccc(-c2nnc(C34CC5CC(CC(C5)C3)C4)n2C)cc1, ClCCl, O=C(OO)c1cccc(Cl)c1. The product is Cn1c(-c2ccc(S(C)=O)cc2)nnc1C12CC3CC(CC(C3)C1)C2. RXN SMILES: [C:1]12([c:11]3[n:12][n:13][c:14](-[c:17]4[cH:18][cH:19][c:20]([S:23][CH3:24])[cH:21][cH:22]4)[n:15]3[CH3:16])[CH2:2][CH:3]3[CH2:4][CH:5]([CH2:6][CH:7]([CH2:8]1)[CH2:9]3)[CH2:10]2.[CH2:36]([Cl:37])[Cl:38].[Cl:25][c:26]1[cH:27][cH:28][cH:29][c:30]([C:31]([O:32][OH:34])=[O:33])[cH:35]1>>[C:1]12([c:11]3[n:12][n:13][c:14](-[c:17]4[cH:18][cH:19][c:20]([S:23]([CH3:24])=[O:33])[cH:21][cH:22]4)[n:15]3[CH3:16])[CH2:2][CH:3]3[CH2:4][CH:5]([CH2:6][CH:7]([CH2:8]1)[CH2:9]3)[CH2:10]2.